Dataset: the Open Reaction Database (ORD), a public repository of structured organic reaction records. Task: describe an organic reaction: reactants, conditions, products, and yield Reactants: BrC1=C(C=C(C=C1)Br)[N+](=O)[O-] (2,5-dibromonitrobenzene), C(C1=CC=CC=C1)NCCO (N-benzylethanolamine), C(C1=CC=CC=C1)NCCO (N-benzylethanolamine). As a reaction SMILES: Br[C:2]1[CH:7]=[CH:6][C:5]([Br:8])=[CH:4][C:3]=1[N+:9]([O-:11])=[O:10].[CH2:12]([NH:19][CH2:20][CH2:21][OH:22])[C:13]1[CH:18]=[CH:17][CH:16]=[CH:15][CH:14]=1>C(O)CCC>[CH2:12]([N:19]([C:2]1[CH:7]=[CH:6][C:5]([Br:8])=[CH:4][C:3]=1[N+:9]([O-:11])=[O:10])[CH2:20][CH2:21][OH:22])[C:13]1[CH:18]=[CH:17][CH:16]=[CH:15][CH:14]=1. The product is C(C1=CC=CC=C1)N(CCO)C1=C(C=C(C=C1)Br)[N+](=O)[O-] (2-[Benzyl-(4-bromo-2-nitro-phenyl)-amino]-ethanol). Procedure: A mixture of 2,5-dibromonitrobenzene (40 g) and N-benzylethanolamine (40.4 ml) in 1-butanol (160 ml) was heated at reflux for 18 hours then a further portion (20.2 ml) of N-benzylethanolamine was added and refluxing was continued for a further hour. The reaction mixture was evaporated under reduced pressure (2.7 kPa) at 40° C. and the residue was treated with water (500 ml) and the mixture was then extracted three times with diethyl ether (250 ml). The combined organic extracts were washed with ... Solvent: C(CCC)O (1-butanol). Reactants: [OH-].[Na+] (NaOH), ClC1=CC=C(C=C1)S(=O)(=O)NC(C(=O)NC1=CC=C(C=C1)C(=O)OCC)COC=1C=NC=CC1 ((RS)-2-(4-chlorobenzenesulfonylamino)-N-(4-ethoxycarbonylphenyl)-3-(pyridin-3-yloxy)propanamide). Run in C(C)O (ethanol). Run at time 8 hour. The product is Cl.C(=O)(O)C1=CC=C(C=C1)NC(C(COC=1C=NC=CC1)NS(=O)(=O)C1=CC=C(C=C1)Cl)=O ((RS)-N-(4-carboxyphenyl)-2-(4-chlorobenzenesulfonylamino)-3-(pyridin-3-yloxy)propanamide hydrochloride). Yield: 89.2%. Reaction SMILES: [OH-].[Na+].[Cl:3][C:4]1[CH:9]=[CH:8][C:7]([S:10]([NH:13][CH:14]([CH2:29][O:30][C:31]2[CH:32]=[N:33][CH:34]=[CH:35][CH:36]=2)[C:15]([NH:17][C:18]2[CH:23]=[CH:22][C:21]([C:24]([O:26]CC)=[O:25])=[CH:20][CH:19]=2)=[O:16])(=[O:12])=[O:11])=[CH:6][CH:5]=1>C(O)C>[ClH:3].[C:24]([C:21]1[CH:22]=[CH:23][C:18]([NH:17][C:15](=[O:16])[CH:14]([NH:13][S:10]([C:7]2[CH:6]=[CH:5][C:4]([Cl:3])=[CH:9][CH:8]=2)(=[O:12])=[O:11])[CH2:29][O:30][C:31]2[CH:32]=[N:33][CH:34]=[CH:35][CH:36]=2)=[CH:19][CH:20]=1)([OH:26])=[O:25] |f:0.1,4.5|. Reported procedure: 2N NaOH (143 μl) was added to a solution of (RS)-2-(4-chlorobenzenesulfonylamino)-N-(4-ethoxycarbonylphenyl)-3-(pyridin-3-yloxy)propanamide (48.1 mg) in ethanol (5 ml), and the whole was stirred at room temperature overnight. The reaction mixture was concentrated under reduced pressure. A small amount of purified water was added to the residue, and the mixture was concentrated under reduced pressured. The concentration step was repeated 3 times to remove ethanol. The residue was dissolved in 1N ... The reactants are CC(=O)OCCCN1CCN(c2cc(C3CCC3)nc(C(C)(C)C)n2)CC1, [Li+], C1CCOC1, [OH-], O. Yields the product CC(C)(C)c1nc(C2CCC2)cc(N2CCN(CCCO)CC2)n1. Reaction SMILES: [C:1]([CH3:2])([CH3:3])([CH3:4])[c:5]1[n:6][c:7]([CH:24]2[CH2:25][CH2:26][CH2:27]2)[cH:8][c:9]([N:11]2[CH2:12][CH2:13][N:14]([CH2:17][CH2:18][CH2:19][O:20][C:21](=[O:22])[CH3:23])[CH2:15][CH2:16]2)[n:10]1.[Li+:28].[O:30]1[CH2:31][CH2:32][CH2:33][CH2:34]1.[OH-:29].[OH2:35]>>[C:1]([CH3:2])([CH3:3])([CH3:4])[c:5]1[n:6][c:7]([CH:24]2[CH2:25][CH2:26][CH2:27]2)[cH:8][c:9]([N:11]2[CH2:12][CH2:13][N:14]([CH2:17][CH2:18][CH2:19][OH:20])[CH2:15][CH2:16]2)[n:10]1. The reactants are ice water, COC1=CC(=CC(=C1)\C=C\C1=CC(=C(C=C1)OC)OC(C)=O)OC (1,3-dimethoxy-5-[(E)-3-acetoxy-4-methoxystyryl]benzene), C[O-].[Na+] (sodium methoxide), 3h, Cl (hydrochloric acid). Run in CO (methanol). Yields the product COC1=CC(=CC(=C1)\C=C\C1=CC(=C(C=C1)OC)O)OC (1,3-dimethoxy-5-[(E)-3-hydroxy-4-methoxy-styryl]benzene). Isolated yield 86.1%. As a reaction SMILES: [CH3:1][O:2][C:3]1[CH:8]=[C:7](/[CH:9]=[CH:10]/[C:11]2[CH:16]=[CH:15][C:14]([O:17][CH3:18])=[C:13]([O:19]C(=O)C)[CH:12]=2)[CH:6]=[C:5]([O:23][CH3:24])[CH:4]=1.C[O-].[Na+].Cl>CO>[CH3:24][O:23][C:5]1[CH:6]=[C:7](/[CH:9]=[CH:10]/[C:11]2[CH:16]=[CH:15][C:14]([O:17][CH3:18])=[C:13]([OH:19])[CH:12]=2)[CH:8]=[C:3]([O:2][CH3:1])[CH:4]=1 |f:1.2|. Procedure: Dissolve compound 21c (5.0 g, 0.015 mol) in anhydrous methanol (50 ml), add in sodium methoxide (1.41 g, 0.024 mol), reflux to react for 3h, after completion of the reaction, pour the reaction solution into ice water, adjust pH to less than 2 with dilute hydrochloric acid, extract three times with ethyl acetate, pool the organic layer, dry the solution over anhydrous magnesium sulfate. Filter, and evaporate the solvent in the solution, redissolve the residue with petroleum ether/ethyl acetate, r...